This data is from the Open Reaction Database (ORD), a public repository of structured organic reaction records. The task is: describe an organic reaction: reactants, conditions, products, and yield The reactants are Cc1ncc(Br)cc1N, CS(=O)(=O)Cl, c1ccncc1. Product: Cc1ncc(Br)cc1NS(C)(=O)=O. Reaction SMILES: [Br:1][c:2]1[cH:3][c:4]([NH2:9])[c:5]([CH3:8])[n:6][cH:7]1.[CH3:10][S:11]([Cl:12])(=[O:13])=[O:14].[cH:15]1[cH:16][cH:17][n:18][cH:19][cH:20]1>>[Br:1][c:2]1[cH:3][c:4]([NH:9][S:11]([CH3:10])(=[O:13])=[O:14])[c:5]([CH3:8])[n:6][cH:7]1. Reactants: NCCCCC(=O)O (5-Aminovaleric acid), CO (methanol), S(=O)(Cl)Cl (thionyl chloride). Run at time 17 hour. Yields the product Cl.NCCCCC(=O)OC (methyl 5-aminovalerate hydrochloride). Reaction SMILES: [NH2:1][CH2:2][CH2:3][CH2:4][CH2:5][C:6]([OH:8])=[O:7].S(Cl)([Cl:11])=O.[CH3:13]O>>[ClH:11].[NH2:1][CH2:2][CH2:3][CH2:4][CH2:5][C:6]([O:8][CH3:13])=[O:7] |f:3.4|. Procedure: 5-Aminovaleric acid (7.35 g) is dissolved in methanol (50 ml), and thereto is added dropwise thionyl chloride (4.9 ml) under ice-cooling. The reaction solution is then warmed to room temperature and stirred for 17 hours. The reaction solution is concentrated under reduced pressure. The resulting residue is suspended in diethyl ether and the precipitates are collected by filtration to give methyl 5-aminovalerate hydrochloride (9.93 g). Procedure details: 7-Methoxy-3-(4-methoxyphenyl)-chromen-2-one (21.8 g) was mixed with pyridine hydrochloride (80 g) and stirred for 1 hour at a temperature of 190° C. to 200° C. Water was added to the reaction mixture and the resulting precipitates were collected by filtration and dried under reduced pressure to give 7-hydroxy-3-(4-hydroxyphenyl)-chromen-2-one (19.6 g, Yield 100%). Diisopropylethylamine (35 ml)in dimethylformamide (70 ml) and methoxymethyl chloride (10.4 ml) were added to a solution of 7-hydroxy-... Reactants: COC1=CC=C2C=C(C(OC2=C1)=O)C1=CC=C(C=C1)OC (7-Methoxy-3-(4-methoxyphenyl)-chromen-2-one), Cl.N1=CC=CC=C1 (pyridine hydrochloride). Run in O (Water). As a reaction SMILES: C[O:2][C:3]1[CH:12]=[C:11]2[C:6]([CH:7]=[C:8]([C:14]3[CH:19]=[CH:18][C:17]([O:20]C)=[CH:16][CH:15]=3)[C:9](=[O:13])[O:10]2)=[CH:5][CH:4]=1.Cl.N1C=CC=CC=1>O>[OH:2][C:3]1[CH:12]=[C:11]2[C:6]([CH:7]=[C:8]([C:14]3[CH:19]=[CH:18][C:17]([OH:20])=[CH:16][CH:15]=3)[C:9](=[O:13])[O:10]2)=[CH:5][CH:4]=1 |f:1.2|. Product: OC1=CC=C2C=C(C(OC2=C1)=O)C1=CC=C(C=C1)O (7-hydroxy-3-(4-hydroxyphenyl)-chromen-2-one). Isolated yield 99.8%. Reaction conditions: time 1 hour. Reactants: CC(C(C)C)(C1=NC=C(C=C1)OCC1=NC=CC=C1)C1=CC=C(C=C1)C(N)=NO (4-{1,2-dimethyl-1-[5-(pyridin-2-ylmethoxy)pyridin-2-yl]propyl}-N′-hydroxybenzenecarboximidamide), C(C)(=O)OCC(=O)O (acetoxyacetic acid), C(CCl)Cl (EDC), C=1C=CC2=C(C1)N=NN2O (HOBt), C([O-])(O)=O.[Na+] (sodium bicarbonate). The solvent is C(Cl)Cl (DCM). Conditions: time 45 minute. Product: C(C)(=O)OCC(=O)/N=C(\C1=CC=C(C=C1)C(C(C)C)(C1=NC=C(C=C1)OCC1=NC=CC=C1)C)/N ({[(1E)-amino(4-{1,2-dimethyl-1-[5-(pyridin-2-ylmethoxy)pyridin-2-yl]propyl}phenyl)methylene]amino}-2-oxoethyl acetate). RXN SMILES: [CH3:1][C:2]([C:20]1[CH:25]=[CH:24][C:23]([C:26](=[N:28]O)[NH2:27])=[CH:22][CH:21]=1)([C:6]1[CH:11]=[CH:10][C:9]([O:12][CH2:13][C:14]2[CH:19]=[CH:18][CH:17]=[CH:16][N:15]=2)=[CH:8][N:7]=1)[CH:3]([CH3:5])[CH3:4].[C:30]([O:33][CH2:34][C:35](O)=[O:36])(=[O:32])[CH3:31].C(Cl)CCl.C1C=CC2N(O)N=NC=2C=1.C(=O)(O)[O-].[Na+]>C(Cl)Cl>[C:30]([O:33][CH2:34][C:35](/[N:28]=[C:26](/[NH2:27])\[C:23]1[CH:22]=[CH:21][C:20]([C:2]([CH3:1])([C:6]2[CH:11]=[CH:10][C:9]([O:12][CH2:13][C:14]3[CH:19]=[CH:18][CH:17]=[CH:16][N:15]=3)=[CH:8][N:7]=2)[CH:3]([CH3:5])[CH3:4])=[CH:25][CH:24]=1)=[O:36])(=[O:32])[CH3:31] |f:4.5|. Procedure details: Compound 3a (350 mg, 0.896 mmol) was added to a stirred solution of acetoxyacetic acid (126 mg, 1.07 mmol), EDC (205 mg, 1.07 mmol) and HOBt (157 mg, 1.16 mmol) in DCM (7.00 mL) at rt. After approximately 45 min, the reaction mixture was poured into saturated aqueous sodium bicarbonate and extracted three times with EtOAc. The combined organic extracts were washed with water, brine, dried (sodium sulfate) and concentrated in vacuo to afford the title compound 3b, which was used without further p...